From a dataset of the Open Reaction Database (ORD), a public repository of structured organic reaction records. describe an organic reaction: reactants, conditions, products, and yield Starting materials: CO, ClCCl, CC(C(=O)O)c1ccc(O)cc1, O=S(=O)(O)O. The product is COC(=O)C(C)c1ccc(O)cc1. Reaction SMILES: [CH3:18][OH:19].[Cl:20][CH2:21][Cl:22].[OH:1][c:2]1[cH:3][cH:4][c:5]([CH:8]([C:9](=[O:10])[OH:11])[CH3:12])[cH:6][cH:7]1.[S:13](=[O:14])(=[O:15])([OH:16])[OH:17]>>[OH:1][c:2]1[cH:3][cH:4][c:5]([CH:8]([C:9](=[O:10])[O:11][CH3:18])[CH3:12])[cH:6][cH:7]1.